This data is from the Open Reaction Database (ORD), a public repository of structured organic reaction records. The task is: describe an organic reaction: reactants, conditions, products, and yield Reagents/catalysts: C=1C=CC(=CC1)[P](C=2C=CC=CC2)(C=3C=CC=CC3)[Pd]([P](C=4C=CC=CC4)(C=5C=CC=CC5)C=6C=CC=CC6)([P](C=7C=CC=CC7)(C=8C=CC=CC8)C=9C=CC=CC9)[P](C=1C=CC=CC1)(C=1C=CC=CC1)C=1C=CC=CC1 (Pd(PPh3)4). The reactants are C(C)(C)C=1C=C2C=CC=NC2=C(C1)Br (6-isopropyl-8-Bromoquinoline), OCC=1C=C(C=CC1)B(O)O (3-(hydroxymethyl)phenylboronic acid), C(=O)([O-])[O-].[Na+].[Na+] (Na2CO3). The product is C(C)(C)C=1C=C2C=CC=NC2=C(C1)C1=CC(=CC=C1)CO (6-Isopropyl-8-[3-(hydroxymethyl)phenyl]quinoline). Reaction conditions: temperature 80 celsius, time 5 hour. RXN SMILES: [CH:1]([C:4]1[CH:5]=[C:6]2[C:11](=[C:12](Br)[CH:13]=1)[N:10]=[CH:9][CH:8]=[CH:7]2)([CH3:3])[CH3:2].[OH:15][CH2:16][C:17]1[CH:18]=[C:19](B(O)O)[CH:20]=[CH:21][CH:22]=1.C([O-])([O-])=O.[Na+].[Na+]>COCCOC.CCOC(C)=O.C1C=CC([P]([Pd]([P](C2C=CC=CC=2)(C2C=CC=CC=2)C2C=CC=CC=2)([P](C2C=CC=CC=2)(C2C=CC=CC=2)C2C=CC=CC=2)[P](C2C=CC=CC=2)(C2C=CC=CC=2)C2C=CC=CC=2)(C2C=CC=CC=2)C2C=CC=CC=2)=CC=1>[CH:1]([C:4]1[CH:5]=[C:6]2[C:11](=[C:12]([C:21]3[CH:20]=[CH:19][CH:18]=[C:17]([CH2:16][OH:15])[CH:22]=3)[CH:13]=1)[N:10]=[CH:9][CH:8]=[CH:7]2)([CH3:3])[CH3:2] |f:2.3.4,^1:47,49,68,87|. Procedure details: A mixture of 6-isopropyl-8-Bromoquinoline (11.1 g, 44.4 mmol) (described in International Patent Publication WO 94/22852), 3-(hydroxymethyl)phenylboronic acid (8.70 g, 57.2 mmol), Na2CO3 (2M, 71 mL, 142 mmol) and Pd(PPh3)4 (2.51 mg, 2.17 mmol) in 280 mL of DME was stirred at 80° C. for 5 h. The resulting mixture was cooled to r.t., diluted with EtOAc, washed with brine, dried over Na2SO4, filtered and concentrated. Flash chromatography (Hex/EtOAc, 1/1) and stirring in CH2Cl2/hexane (1/9) yielded... Solvent: CCOC(=O)C (EtOAc), COCCOC (DME). Reactants: CC(=O)NC(C(=O)N1CCC(Oc2ccc(Cl)c(Cl)c2)CC1)C(C)C, ClCCl, O=C(O)C(F)(F)F. Yields the product CC(C)C(N)C(=O)N1CCC(Oc2ccc(Cl)c(Cl)c2)CC1. RXN SMILES: [Cl:1][c:2]1[cH:3][c:4]([O:5][CH:6]2[CH2:7][CH2:8][N:9]([C:12](=[O:13])[CH:14]([CH:15]([CH3:16])[CH3:17])[NH:18][C:19](=[O:20])[CH3:21])[CH2:10][CH2:11]2)[cH:22][cH:23][c:24]1[Cl:25].[Cl:33][CH2:34][Cl:35].[OH:26][C:27]([C:28]([F:29])([F:30])[F:31])=[O:32]>>[Cl:1][c:2]1[cH:3][c:4]([O:5][CH:6]2[CH2:7][CH2:8][N:9]([C:12](=[O:13])[CH:14]([CH:15]([CH3:16])[CH3:17])[NH2:18])[CH2:10][CH2:11]2)[cH:22][cH:23][c:24]1[Cl:25]. Starting materials: Cl (hydrochloric acid), NCCCNC1=NC=C(C=C1C)C (2-(3-Aminopropylamino)-3,5-dimethylpyridine), [N+](=O)([O-])NC1=NC=C(C(N1)=O)CC=1C=NC(=CC1)C (2-nitroamino-5-(6-methylpyrid-3-ylmethyl)-4-pyrimidone), C(Cl)(Cl)Cl (chloroform). The solvent is O (water). Product: CC=1C(=NC=C(C1)C)NCCCNC1=NC=C(C(N1)=O)CC=1C=NC(=CC1)C (2-[3-(3,5-dimethylpyrid-2-ylamino)propylamino]-5-(6-methylpyrid-3-ylmethyl)-4-pyrimidone). RXN SMILES: [NH2:1][CH2:2][CH2:3][CH2:4][NH:5][C:6]1[C:11]([CH3:12])=[CH:10][C:9]([CH3:13])=[CH:8][N:7]=1.[N+](N[C:18]1[NH:23][C:22](=[O:24])[C:21]([CH2:25][C:26]2[CH:27]=[N:28][C:29]([CH3:32])=[CH:30][CH:31]=2)=[CH:20][N:19]=1)([O-])=O.C(Cl)(Cl)Cl.Cl>O>[CH3:12][C:11]1[C:6]([NH:5][CH2:4][CH2:3][CH2:2][NH:1][C:18]2[NH:23][C:22](=[O:24])[C:21]([CH2:25][C:26]3[CH:27]=[N:28][C:29]([CH3:32])=[CH:30][CH:31]=3)=[CH:20][N:19]=2)=[N:7][CH:8]=[C:9]([CH3:13])[CH:10]=1. Procedure details: 2-(3-Aminopropylamino)-3,5-dimethylpyridine (0.81 g) and 2-nitroamino-5-(6-methylpyrid-3-ylmethyl)-4-pyrimidone (1.04 g) were fused together on an oil bath at 140° C. for 6 hr. On cooling the resulting mixture was equilibrated between chloroform and water (pH adjusted to 5.5 with dil. hydrochloric acid). The pH of the aqueous solution was raised to 6.5 and the product extracted out with chloroform. After drying (MgSO4) and stripping, recrystallisation from ethyl acetate and finally twice from et... The reactants are CN1CCN(C(=O)c2cc(C#CCCCCCc3cccc(OCCCC(=O)O)c3CCC(=O)O)cc(-c3ccccc3)c2)CC1, CO. Yields the product CN1CCN(C(=O)c2cc(CCCCCCCc3cccc(OCCCC(=O)O)c3CCC(=O)O)cc(-c3ccccc3)c2)CC1. Reaction SMILES: [C:1](=[O:2])([OH:3])[CH2:4][CH2:5][c:6]1[c:7]([O:8][CH2:9][CH2:10][CH2:11][C:12](=[O:13])[OH:14])[cH:15][cH:16][cH:17][c:18]1[CH2:19][CH2:20][CH2:21][CH2:22][CH2:23][C:24]#[C:25][c:26]1[cH:27][c:28](-[c:41]2[cH:42][cH:43][cH:44][cH:45][cH:46]2)[cH:29][c:30]([C:32](=[O:33])[N:34]2[CH2:35][CH2:36][N:37]([CH3:40])[CH2:38][CH2:39]2)[cH:31]1.[CH3:47][OH:48]>>[C:1](=[O:2])([OH:3])[CH2:4][CH2:5][c:6]1[c:7]([O:8][CH2:9][CH2:10][CH2:11][C:12](=[O:13])[OH:14])[cH:15][cH:16][cH:17][c:18]1[CH2:19][CH2:20][CH2:21][CH2:22][CH2:23][CH2:24][CH2:25][c:26]1[cH:27][c:28](-[c:41]2[cH:42][cH:43][cH:44][cH:45][cH:46]2)[cH:29][c:30]([C:32](=[O:33])[N:34]2[CH2:35][CH2:36][N:37]([CH3:40])[CH2:38][CH2:39]2)[cH:31]1.